This data is from the Open Reaction Database (ORD), a public repository of structured organic reaction records. The task is: describe an organic reaction: reactants, conditions, products, and yield Starting materials: NC1=CC(=C(C(=O)NCCN(CC)CC)C=C1Cl)OCC(=O)OC (4-Amino-5-chloro-N-[2-(diethylamino)ethyl]-2-(2-methoxy-2-oxoethoxy)benzamide), solution, CN (methylamine), CO (methanol). The solvent is C1(=CC=CC=C1)C (toluene). Run at time 16 hour. Yields the product NC1=CC(=C(C(=O)NCCN(CC)CC)C=C1Cl)OCC(=O)NC (4-Amino-5-chloro-N-[2-(diethylamino)ethyl]-2-[2-(methylamino)-2-oxoethoxy]benzamide). Yield: 76.0%. Reaction SMILES: [NH2:1][C:2]1[C:17]([Cl:18])=[CH:16][C:5]([C:6]([NH:8][CH2:9][CH2:10][N:11]([CH2:14][CH3:15])[CH2:12][CH3:13])=[O:7])=[C:4]([O:19][CH2:20][C:21]([O:23]C)=O)[CH:3]=1.[CH3:25][NH2:26].CO>C1(C)C=CC=CC=1>[NH2:1][C:2]1[C:17]([Cl:18])=[CH:16][C:5]([C:6]([NH:8][CH2:9][CH2:10][N:11]([CH2:12][CH3:13])[CH2:14][CH3:15])=[O:7])=[C:4]([O:19][CH2:20][C:21]([NH:26][CH3:25])=[O:23])[CH:3]=1. Reported procedure: To a suspension of 4-amino-5-chloro-N-[2-(diethylamino)ethyl]-2-(2-methoxy-2-oxoethoxy)benzamide (1.074 g, 3 mmoles) (prepared in Example 15), in a 1N solution of methylamine in toluene (10 ml) was added 3 ml of methanol and the mixture stirred for 16 hours. This was concentrated in vacuo and the residue crystallized from methanol-ether to give 815 mg (76%) of the title compound as white solid; mp. 149°-151° C. RXN SMILES: [F:1][C:2]1[CH:10]=[C:9]2[C:5]([CH:6]([CH2:15][CH2:16][CH3:17])[CH2:7]/[C:8]/2=[CH:11]\[C:12](O)=[O:13])=[CH:4][CH:3]=1.[Cl:18]CCl>>[F:1][C:2]1[CH:10]=[C:9]2[C:5]([CH:6]([CH2:15][CH2:16][CH3:17])[CH2:7]/[C:8]/2=[CH:11]\[C:12]([Cl:18])=[O:13])=[CH:4][CH:3]=1. Yields the product FC1=CC=C2C(C/C(/C2=C1)=C\C(=O)Cl)CCC ((E)-2-(6-Fluoro-3-propyl-1-indanylidene)acetyl chloride). Reactants: FC1=CC=C2C(C/C(/C2=C1)=C\C(=O)O)CCC ((E)-2-(6-fluoro-3-propyl-1-indanylidene)acetic acid), ClCCl (dichloromethane). Procedure: This compound was prepared in an analogous manner to Example 18h with replacement of (E)-2-(6-fluoro-3-methyl-1-indanylidnene)acetic acid with (E)-2-(6-fluoro-3-propyl-1-indanylidene)acetic acid (15.01 g, 64.07 mmol). The product residue was dissolved in dichloromethane and used without purification in Example 27j. The reactants are CCOC(=O)Cc1csc2c(S(=O)(=O)N3CCN(c4ccc(C(F)(F)F)cn4)CC3)c(OC)ccc12, C1CCOC1, CO, [Li+], [OH-]. Reaction SMILES: [CH2:1]([CH3:2])[O:3][C:4]([CH2:5][c:6]1[c:7]2[c:8]([s:9][cH:10]1)[c:11]([S:17](=[O:18])(=[O:19])[N:20]1[CH2:21][CH2:22][N:23]([c:26]3[n:27][cH:28][c:29]([C:32]([F:33])([F:34])[F:35])[cH:30][cH:31]3)[CH2:24][CH2:25]1)[c:12]([O:15][CH3:16])[cH:13][cH:14]2)=[O:36].[CH2:39]1[O:40][CH2:41][CH2:42][CH2:43]1.[CH3:44][OH:45].[Li+:38].[OH-:37]>>[O:3]=[C:4]([CH2:5][c:6]1[c:7]2[c:8]([s:9][cH:10]1)[c:11]([S:17](=[O:18])(=[O:19])[N:20]1[CH2:21][CH2:22][N:23]([c:26]3[n:27][cH:28][c:29]([C:32]([F:33])([F:34])[F:35])[cH:30][cH:31]3)[CH2:24][CH2:25]1)[c:12]([O:15][CH3:16])[cH:13][cH:14]2)[OH:36]. The product is COc1ccc2c(CC(=O)O)csc2c1S(=O)(=O)N1CCN(c2ccc(C(F)(F)F)cn2)CC1.